Dataset: the Open Reaction Database (ORD), a public repository of structured organic reaction records. Task: describe an organic reaction: reactants, conditions, products, and yield Starting materials: C1(=CC=CC=C1)C1=CSC2=C1C=CC=C2 (3-phenylbenzothiophene), Cl (hydrochloric acid), [Cl-].[Al+3].[Cl-].[Cl-] (aluminum chloride), COC1=CC=C(C(=O)Cl)C=C1 (4-methoxybenzoyl chloride). The solvent is ClCCCl (1,2-dichloroethane), ClCCCl (1,2-dichloroethane). Reaction conditions: temperature 0 celsius, time 10 minute. The product is COC1=CC=C(C(=O)C=2SC3=C(C2C2=CC=CC=C2)C=CC=C3)C=C1 (2-(4-Methoxybenzoyl)-3-phenylbenzothiophene). The yield is 70.0%. Reaction SMILES: [Cl-].[Al+3].[Cl-].[Cl-].[CH3:5][O:6][C:7]1[CH:15]=[CH:14][C:10]([C:11](Cl)=[O:12])=[CH:9][CH:8]=1.[C:16]1([C:22]2[C:26]3[CH:27]=[CH:28][CH:29]=[CH:30][C:25]=3[S:24][CH:23]=2)[CH:21]=[CH:20][CH:19]=[CH:18][CH:17]=1.Cl>ClCCCl>[CH3:5][O:6][C:7]1[CH:15]=[CH:14][C:10]([C:11]([C:23]2[S:24][C:25]3[CH:30]=[CH:29][CH:28]=[CH:27][C:26]=3[C:22]=2[C:16]2[CH:21]=[CH:20][CH:19]=[CH:18][CH:17]=2)=[O:12])=[CH:9][CH:8]=1 |f:0.1.2.3|. Reported procedure: To a stirred slurry of 14.6 g. (0.11 mole) of aluminum chloride in 1,2-dichloroethane maintained at 0° C. were added 18.7 g. (0.11 mole) of 4-methoxybenzoyl chloride. The mixture was stirred at 0° C. for 10 minutes, and 21.0 g. (0.1 mole) of 3-phenylbenzothiophene in 1,2-dichloroethane were added. The mixture was stirred for two hours, the temperature being maintained at 0° C. The reaction mixture then was poured into a mixture of hydrochloric acid in ice. The resulting mixture was extracted wit... Starting materials: CC(O)=S, [N-]=[N+]=NCC1CN(c2ccc(Br)cn2)C(=O)O1. Product: CC(=O)NCC1CN(c2ccc(Br)cn2)C(=O)O1. As a reaction SMILES: [C:18]([CH3:19])(=[S:20])[OH:21].[N:1](=[N+:2]=[N-:3])[CH2:4][CH:5]1[CH2:6][N:7]([c:11]2[n:12][cH:13][c:14]([Br:17])[cH:15][cH:16]2)[C:8](=[O:10])[O:9]1>>[NH:1]([CH2:4][CH:5]1[CH2:6][N:7]([c:11]2[n:12][cH:13][c:14]([Br:17])[cH:15][cH:16]2)[C:8](=[O:10])[O:9]1)[C:18]([CH3:19])=[O:21]. Reactants: BrC1=CC=C(C=C1)CC(=O)OC (Methyl (4-bromophenyl)acetate), P(=O)([O-])([O-])[O-].[K+].[K+].[K+] (potassium phosphate), [Cl-].[Na+].C(C)(=O)OCC (sodium chloride ethyl acetate), OC1=C(C=CC=C1)B(O)O (2-Hydroxybenzene boronic acid). The reagents and catalysts are C=1C=CC(=CC1)[P](C=2C=CC=CC2)(C=3C=CC=CC3)[Pd]([P](C=4C=CC=CC4)(C=5C=CC=CC5)C=6C=CC=CC6)([P](C=7C=CC=CC7)(C=8C=CC=CC8)C=9C=CC=CC9)[P](C=1C=CC=CC1)(C=1C=CC=CC1)C=1C=CC=CC1 (tetrakis(triphenylphosphine)palladium). Run in C(OC)COC (dimethoxyethane), C(OC)COC (dimethoxyethane). Yields the product OC1=C(C=CC=C1)C1=CC=C(C=C1)CC(=O)OC (methyl (4-(2-hydroxyphenyl)phenyl)acetate). The yield is 74.8%. Reaction SMILES: Br[C:2]1[CH:7]=[CH:6][C:5]([CH2:8][C:9]([O:11][CH3:12])=[O:10])=[CH:4][CH:3]=1.P([O-])([O-])([O-])=O.[K+].[K+].[K+].[OH:21][C:22]1[CH:27]=[CH:26][CH:25]=[CH:24][C:23]=1B(O)O.[Cl-].[Na+].C(OCC)(=O)C>C(COC)OC.C1C=CC([P]([Pd]([P](C2C=CC=CC=2)(C2C=CC=CC=2)C2C=CC=CC=2)([P](C2C=CC=CC=2)(C2C=CC=CC=2)C2C=CC=CC=2)[P](C2C=CC=CC=2)(C2C=CC=CC=2)C2C=CC=CC=2)(C2C=CC=CC=2)C2C=CC=CC=2)=CC=1>[OH:21][C:22]1[CH:27]=[CH:26][CH:25]=[CH:24][C:23]=1[C:2]1[CH:7]=[CH:6][C:5]([CH2:8][C:9]([O:11][CH3:12])=[O:10])=[CH:4][CH:3]=1 |f:1.2.3.4,6.7.8,^1:48,50,69,88|. Procedure: Methyl (4-bromophenyl)acetate (2.79 g, 12.2 mmol), tetrakis(triphenylphosphine)palladium (0) (170 mg), potassium phosphate (9.71 g, 45.75 mmol) and dimethoxyethane (50 ml) were degassed under nitrogen in a 100 ml flask fitted with a reflux condenser. 2-Hydroxybenzene boronic acid (2.52 g, 18.3 mmol) in dimethoxyethane (5 ml) was added and the mixture was heated at reflux overnight then mixed with 1:1 saturated sodium chloride/ethyl acetate (25 ml). The organic materials were separated, dried (Mg...